describe an organic reaction: reactants, conditions, products, and yield From a dataset of the Open Reaction Database (ORD), a public repository of structured organic reaction records. Reactants: C(C)(C)(C)OC(N(CC)C1=NC=C(C=C1)C(=O)Cl)=O ((5-chlorocarbonyl-pyridin-2-yl)-ethyl-carbamic acid tert-butyl ester), CC1CC(C2=C(N=C(S2)NC(C)=O)C1)=O (N-(5-methyl-7-oxo-4,5,6,7-tetrahydro-benzothiazol-2-yl)-acetamide). Yields the product C(C)(C)(C)OC(N(CC)C1=NC=C(C=C1)C(=O)C1C(C2=C(N=C(S2)NC(C)=O)CC1C)=O)=O ([5-(2-Acetylamino-5-methyl-7-oxo-4,5,6,7-tetrahydro-benzothiazole-6-carbonyl)-pyridin-2-yl]-ethyl-carbamic acid tert-butyl ester). Reaction SMILES: [C:1]([O:5][C:6](=[O:19])[N:7]([C:10]1[CH:15]=[CH:14][C:13]([C:16](Cl)=[O:17])=[CH:12][N:11]=1)[CH2:8][CH3:9])([CH3:4])([CH3:3])[CH3:2].[CH3:20][CH:21]1[CH2:33][C:25]2[N:26]=[C:27]([NH:29][C:30](=[O:32])[CH3:31])[S:28][C:24]=2[C:23](=[O:34])[CH2:22]1>>[C:1]([O:5][C:6](=[O:19])[N:7]([C:10]1[CH:15]=[CH:14][C:13]([C:16]([CH:22]2[CH:21]([CH3:20])[CH2:33][C:25]3[N:26]=[C:27]([NH:29][C:30](=[O:32])[CH3:31])[S:28][C:24]=3[C:23]2=[O:34])=[O:17])=[CH:12][N:11]=1)[CH2:8][CH3:9])([CH3:4])([CH3:3])[CH3:2]. Procedure details: A-14 is prepared via general procedure A1 starting from (5-chlorocarbonyl-pyridin-2-yl)-ethyl-carbamic acid tert-butyl ester (A-09) (7.62 g, 26.8 mmol) and N-(5-methyl-7-oxo-4,5,6,7-tetrahydro-benzothiazol-2-yl)-acetamide (A-06) (5.00 g, 22.3 mmol). After evaporation of the solvent 8.62 g of A-14 are obtained which is used without further purification in the next step. As a reaction SMILES: [Cl:1][C:2]1[C:3]2[NH:10][CH:9]=[CH:8][C:4]=2[N:5]=[CH:6][N:7]=1.C(=O)([O-])[O-].[Cs+].[Cs+].Br[CH2:18][CH2:19][CH3:20]>CN(C)C=O.O>[Cl:1][C:2]1[C:3]2[N:10]([CH2:18][CH2:19][CH3:20])[CH:9]=[CH:8][C:4]=2[N:5]=[CH:6][N:7]=1 |f:1.2.3|. Run in O (water), CN(C=O)C (N,N-dimethylformamide). Reactants: C([O-])([O-])=O.[Cs+].[Cs+] (cesium carbonate), ClC=1C2=C(N=CN1)C=CN2 (4-chloro-5H-pyrrolo[3,2-d]pyrimidine), BrCCC (1-bromopropane). Reported procedure: To a suspension of 4-chloro-5H-pyrrolo[3,2-d]pyrimidine (150 mg) in N,N-dimethylformamide (1.6 mL) was added cesium carbonate (798 mg) under ice-cooling, and the mixture was stirred while warming to room temperature for 15 min. To the reaction mixture was added 1-bromopropane (301 mg), and the mixture was stirred at room temperature for 15 hrs. The reaction mixture was diluted with water (20 mL) and extracted with ethyl acetate (30 mL×3). The organic layer washed with saturated brine (30 mL×3) a... Isolated yield 84.2%. Product: ClC=1C2=C(N=CN1)C=CN2CCC (4-chloro-5-propyl-5H-pyrrolo[3,2-d]pyrimidine). Reactants: CC[C@@]12CCCN3[C@@H]1C4=C(C=5C=CC=CC5N4C(=C2)C(=O)OC)CC3 (apovincamine), O (water). The solvent is alcohol. Yields the product CC[C@@]12CCCN3[C@@H]1C4=C(C=5C=CC=CC5N4C(=C2)C(=O)OC)CC3.O1C(=CC=C1)C(=O)[O-] (Apovincamine furoate). RXN SMILES: [CH3:1][CH2:2][C@:3]12[CH:19]=[C:18]([C:20]([O:22][CH3:23])=[O:21])[N:17]3[C:9]4=[C:10]([CH2:24][CH2:25][N:7]([C@@H:8]14)[CH2:6][CH2:5][CH2:4]2)[C:11]1[CH:12]=[CH:13][CH:14]=[CH:15][C:16]=13.[OH2:26]>>[CH3:1][CH2:2][C@:3]12[CH:19]=[C:18]([C:20]([O:22][CH3:23])=[O:21])[N:17]3[C:9]4=[C:10]([CH2:24][CH2:25][N:7]([C@@H:8]14)[CH2:6][CH2:5][CH2:4]2)[C:11]1[CH:12]=[CH:13][CH:14]=[CH:15][C:16]=13.[O:26]1[CH:2]=[CH:3][CH:19]=[C:18]1[C:20]([O-:22])=[O:21] |f:2.3|. Procedure: By repeating the preceding example, there are obtained 8.2 g of the salt from 6.73 g (2.10-2 moles) of apovincamine and 2.24 g (2.10-2 moles) of furan-2-carboxylic acid. The product has a melting point of about 120° C. is insoluble in water and soluble in alcohol; the apovincamine content thereof is 66%. Reactants: [Si](C1=CC=CC=C1)(C1=CC=CC=C1)(C(C)(C)C)OCCCCO (4-(tert-butyldiphenylsilyloxy)butan-1-ol), CC(=O)OI1(C=2C=CC=CC2C(=O)O1)(OC(=O)C)OC(=O)C (Dess-Martin periodinane). Solvent: hexanes, hexanes, ClCCl (dichloromethane), ClCCl (dichloromethane). Reaction conditions: time 1 hour. Product: [Si](C1=CC=CC=C1)(C1=CC=CC=C1)(C(C)(C)C)OCCCC=O (4-(tert-butyldiphenylsilyloxy)butanal). As a reaction SMILES: [Si:1]([O:18][CH2:19][CH2:20][CH2:21][CH2:22][OH:23])([C:14]([CH3:17])([CH3:16])[CH3:15])([C:8]1[CH:13]=[CH:12][CH:11]=[CH:10][CH:9]=1)[C:2]1[CH:7]=[CH:6][CH:5]=[CH:4][CH:3]=1.CC(OI1(OC(C)=O)(OC(C)=O)OC(=O)C2C=CC=CC1=2)=O>ClCCl>[Si:1]([O:18][CH2:19][CH2:20][CH2:21][CH:22]=[O:23])([C:14]([CH3:16])([CH3:17])[CH3:15])([C:8]1[CH:9]=[CH:10][CH:11]=[CH:12][CH:13]=1)[C:2]1[CH:3]=[CH:4][CH:5]=[CH:6][CH:7]=1. Reported procedure: To a solution of the 4-(tert-butyldiphenylsilyloxy)butan-1-ol (0.5 g, 1.5 mmol) in dichloromethane (20 mL) was added Dess-Martin periodinane (775 mg, 1.83 mmol). The mixture was stirred for 1 h. The reaction mixture was poured into hexanes and the resulting white precipitant was removed via filtration. The solution was concentrated to give form a slurry, which was dissolved in dichloromethane (5 mL) and again poured into hexanes resulting in the precipitation of white solid. The solids were remo... Starting materials: Nc1ccc(N2CCN(c3ccncc3)CC2)cc1, NS(N)(=O)=O, C1COCCO1. Yields the product NS(=O)(=O)Nc1ccc(N2CCN(c3ccncc3)CC2)cc1. Reaction SMILES: [NH2:1][c:2]1[cH:3][cH:4][c:5]([N:8]2[CH2:9][CH2:10][N:11]([c:14]3[cH:15][cH:16][n:17][cH:18][cH:19]3)[CH2:12][CH2:13]2)[cH:6][cH:7]1.[NH2:20][S:21]([NH2:22])(=[O:23])=[O:24].[O:25]1[CH2:26][CH2:27][O:28][CH2:29][CH2:30]1>>[NH:1]([c:2]1[cH:3][cH:4][c:5]([N:8]2[CH2:9][CH2:10][N:11]([c:14]3[cH:15][cH:16][n:17][cH:18][cH:19]3)[CH2:12][CH2:13]2)[cH:6][cH:7]1)[S:21]([NH2:20])(=[O:23])=[O:24].